From a dataset of the Open Reaction Database (ORD), a public repository of structured organic reaction records. describe an organic reaction: reactants, conditions, products, and yield Reactants: CCOC(=O)CBr, O=C([O-])[O-], CC#N, O=[N+]([O-])c1ccc(F)cc1O, [K+], [K+]. As a reaction SMILES: [Br:18][CH2:19][C:20](=[O:21])[O:22][CH2:23][CH3:24].[C:12](=[O:13])([O-:14])[O-:15].[CH3:25][C:26]#[N:27].[F:1][c:2]1[cH:3][cH:4][c:5]([N+:9](=[O:10])[O-:11])[c:6]([OH:8])[cH:7]1.[K+:16].[K+:17]>>[F:1][c:2]1[cH:3][cH:4][c:5]([N+:9](=[O:10])[O-:11])[c:6]([O:8][CH2:19][C:20](=[O:21])[O:22][CH2:23][CH3:24])[cH:7]1. Yields the product CCOC(=O)COc1cc(F)ccc1[N+](=O)[O-]. Starting materials: B(Br)(Br)Br (Boron tribromide), COC1=CC=C(C=C1)N1C(N(C=C1)C1=CC=C(C=C1)OC1=CC=CC=C1)=O (1-(4-methoxyphenyl)-3-(4-phenoxyphenyl)-1,3-dihydroimidazol-2-one), C([O-])(O)=O.[Na+] (sodium bicarbonate). The solvent is ClCCl (dichloromethane). Reaction conditions: time 3 hour. Yields the product OC1=CC=C(C=C1)N1C(N(C=C1)C1=CC=C(C=C1)OC1=CC=CC=C1)=O (1-(4-Hydroxyphenyl)-3-(4-phenoxyphenyl)-1,3-dihydroimidazol-2-one). Reaction SMILES: B(Br)(Br)Br.C[O:6][C:7]1[CH:12]=[CH:11][C:10]([N:13]2[CH:17]=[CH:16][N:15]([C:18]3[CH:23]=[CH:22][C:21]([O:24][C:25]4[CH:30]=[CH:29][CH:28]=[CH:27][CH:26]=4)=[CH:20][CH:19]=3)[C:14]2=[O:31])=[CH:9][CH:8]=1.C(=O)(O)[O-].[Na+]>ClCCl>[OH:6][C:7]1[CH:8]=[CH:9][C:10]([N:13]2[CH:17]=[CH:16][N:15]([C:18]3[CH:23]=[CH:22][C:21]([O:24][C:25]4[CH:30]=[CH:29][CH:28]=[CH:27][CH:26]=4)=[CH:20][CH:19]=3)[C:14]2=[O:31])=[CH:11][CH:12]=1 |f:2.3|. Reported procedure: Boron tribromide (2.5 ml) was added to a solution of 1-(4-methoxyphenyl)-3-(4-phenoxyphenyl)-1,3-dihydroimidazol-2-one (6.0 g) in dichloromethane (75 ml) at 0° C. After 3 hours, saturated sodium bicarbonate solution was added and the organic phase was washed with saturated brine. The organic phase was dried over magnesium sulfate and concentrated, and the residue was purified by chromatography on silica gel (eluent: dichloromethane/methanol 9:1). The product with the molecular weight of 344.37 (... The reactants are solution, C(CCC)[Li] (n-butyllithium), CCCCCC (n-hexane), C(C)(C)NC(C)C (diisopropylamine), C1CCOC1 (THF), S1C(=CC=C1)C(=O)O (thiophene-2-carboxylic acid). Product: C1(=CC=CC=C1)C(=O)C1=CC=C(S1)C(=O)O (5-(Phenylcarbonyl)thiophene-2-carboxylic acid). Reaction conditions: temperature -70 celsius, time 15 minute. Procedure: A 1.6M solution of n-butyllithium in n-hexane (51.0 ml, 81.3 mmol) is added dropwise to diisopropylamine (11.6 ml, 82.2 mmol) in 150 ml of absolute THF at -70° C. After stirring at -70° C. for 15 minutes, thiophene-2-carboxylic acid (5.00 g, 39.0 mmol) is added and the mixture is held at -70° C. After 45 minutes benzonitrile (5.0 ml, 49 nunol) is added dropwise and the mixture is stirred at -70° C. for 90 minutes. After equilibration to room temperature, the reaction mixture is poured into 200 m... Run in C(C1=CC=CC=C1)#N (benzonitrile), O (water). As a reaction SMILES: C([Li])CCC.[CH3:6][CH2:7][CH2:8][CH2:9][CH2:10][CH3:11].C(NC(C)C)(C)C.[S:19]1[CH:23]=[CH:22][CH:21]=[C:20]1[C:24]([OH:26])=[O:25].C1C[O:30][CH2:29]C1>O.C(#N)C1C=CC=CC=1>[C:8]1([C:29]([C:23]2[S:19][C:20]([C:24]([OH:26])=[O:25])=[CH:21][CH:22]=2)=[O:30])[CH:7]=[CH:6][CH:11]=[CH:10][CH:9]=1.